The task is: describe an organic reaction: reactants, conditions, products, and yield. This data is from the Open Reaction Database (ORD), a public repository of structured organic reaction records. Starting materials: O=C([O-])[O-], CN(C)C=O, [Cl-], CC#CCOc1cc(Cl)ncn1, [K+], [K+], [NH4+], CC(=O)c1cccc(O)c1. Yields the product CC#CCOc1cc(Oc2cccc(C(C)=O)c2)ncn1. Reaction SMILES: [C:13](=[O:14])([O-:15])[O-:16].[CH3:31][N:32]([CH3:33])[CH:34]=[O:35].[Cl-:29].[Cl:1][c:2]1[n:3][cH:4][n:5][c:6]([O:8][CH2:9][C:10]#[C:11][CH3:12])[cH:7]1.[K+:17].[K+:18].[NH4+:30].[OH:19][c:20]1[cH:21][c:22]([C:26]([CH3:27])=[O:28])[cH:23][cH:24][cH:25]1>>[c:2]1([O:19][c:20]2[cH:21][c:22]([C:26]([CH3:27])=[O:28])[cH:23][cH:24][cH:25]2)[n:3][cH:4][n:5][c:6]([O:8][CH2:9][C:10]#[C:11][CH3:12])[cH:7]1. Starting materials: CC1=C(C=CC=C1)NC=1OC2=C(N1)C=CC(=C2)CC(=O)N2[C@@H](C[C@@H](C2)OC2=CC=CC=C2)COC2=CC=C(C(=O)OC)C=C2 (methyl 4-((2S,4S)-1-(2-(2-methylphenylamino)-6-benzoxazolylacetyl)-4-phenoxy-2-pyrrolidinylmethoxy)benzoate), [OH-].[Na+] (NaOH). The solvent is C1CCOC1 (THF). Run at time 14 hour. Product: CC1=C(C=CC=C1)NC=1OC2=C(N1)C=CC(=C2)CC(=O)N2[C@@H](C[C@@H](C2)OC2=CC=CC=C2)COC2=CC=C(C(=O)O)C=C2 (4-((2S,4S)-1-(2-(2-methylphenylamino)-6-benzoxazolylacetyl)-4-phenoxy-2pyrrolidinylmethoxy)benzoic acid). RXN SMILES: [CH3:1][C:2]1[CH:7]=[CH:6][CH:5]=[CH:4][C:3]=1[NH:8][C:9]1[O:10][C:11]2[CH:17]=[C:16]([CH2:18][C:19]([N:21]3[CH2:25][C@@H:24]([O:26][C:27]4[CH:32]=[CH:31][CH:30]=[CH:29][CH:28]=4)[CH2:23][C@H:22]3[CH2:33][O:34][C:35]3[CH:44]=[CH:43][C:38]([C:39]([O:41]C)=[O:40])=[CH:37][CH:36]=3)=[O:20])[CH:15]=[CH:14][C:12]=2[N:13]=1.[OH-].[Na+]>C1COCC1>[CH3:1][C:2]1[CH:7]=[CH:6][CH:5]=[CH:4][C:3]=1[NH:8][C:9]1[O:10][C:11]2[CH:17]=[C:16]([CH2:18][C:19]([N:21]3[CH2:25][C@@H:24]([O:26][C:27]4[CH:32]=[CH:31][CH:30]=[CH:29][CH:28]=4)[CH2:23][C@H:22]3[CH2:33][O:34][C:35]3[CH:36]=[CH:37][C:38]([C:39]([OH:41])=[O:40])=[CH:43][CH:44]=3)=[O:20])[CH:15]=[CH:14][C:12]=2[N:13]=1 |f:1.2|. Procedure: To a solution of methyl 4-((2S,4S)-1-(2-(2-methylphenylamino)-6-benzoxazolylacetyl)-4-phenoxy-2-pyrrolidinylmethoxy)benzoate (640 mg, 1.07 mmol) in THF (30 ml) was added 0.25N NaOH (30 ml). The resulting mixture was stirred at room temperature for 14 hours. The reaction mixture was then concentrated under reduced pressure. After addition of 1N HCl to the residue, the crystals thus precipitated were collected by filtration under reduced pressure, washed with water and dried under reduced pressure... The reactants are FC(C(=O)O)(F)F.F[C@H]1CNCC[C@@H]1C1=CC=C(C=C1)O (4-((3R,4R)-3-fluoropiperidin-4-yl)phenol trifluoroacetate), C(=O)([O-])[O-].[K+].[K+] (K2CO3), BrC1C(N(CC1)C1=CC(=C(C=C1)C)F)=O (racemic 3-bromo-1-(3-fluoro-4-methylphenyl)pyrrolidin-2-one), CCOC(=O)C (EtOAc). Solvent: CN(C)C=O (DMF). Reaction conditions: temperature 60 celsius, time 30 minute. The product is F[C@H]1CN(CC[C@@H]1C1=CC=C(C=C1)O)C1C(N(CC1)C1=CC(=C(C=C1)C)F)=O (3-((3R,4R)-3-fluoro-4-(4-hydroxyphenyl)piperidin-1-yl)-1-(3-fluoro-4-methylphenyl)pyrrolidin-2-one). RXN SMILES: FC(F)(F)C(O)=O.[F:8][C@@H:9]1[C@@H:14]([C:15]2[CH:20]=[CH:19][C:18]([OH:21])=[CH:17][CH:16]=2)[CH2:13][CH2:12][NH:11][CH2:10]1.C([O-])([O-])=O.[K+].[K+].Br[CH:29]1[CH2:33][CH2:32][N:31]([C:34]2[CH:39]=[CH:38][C:37]([CH3:40])=[C:36]([F:41])[CH:35]=2)[C:30]1=[O:42].CCOC(C)=O>CN(C=O)C>[F:8][C@@H:9]1[C@@H:14]([C:15]2[CH:20]=[CH:19][C:18]([OH:21])=[CH:17][CH:16]=2)[CH2:13][CH2:12][N:11]([CH:29]2[CH2:33][CH2:32][N:31]([C:34]3[CH:39]=[CH:38][C:37]([CH3:40])=[C:36]([F:41])[CH:35]=3)[C:30]2=[O:42])[CH2:10]1 |f:0.1,2.3.4|. Reported procedure: To a solution of 4-((3R,4R)-3-fluoropiperidin-4-yl)phenol trifluoroacetate, from step B (120 mg, 0.39 mmol) in DMF (2.0 mL) was added K2CO3 (134 mg, 0.97 mmol) and racemic 3-bromo-1-(3-fluoro-4-methyl-phenyl)pyrrolidin-2-one (106 mg, 0.39 mmol, from step C). The mixture was heated to 60° C. and stirred for 30 min. It was then allowed to cool to rt and stirred overnight, followed by the addition of 50 mL of EtOAc, which induced precipitation of a solid. The solid was removed by filtration and dis... Starting materials: CC(C)(C)[Si](OC1CCC(=O)CC1)(c1ccccc1)c1ccccc1, CS(C)=O, C[S+](C)(C)=O, [H-], [I-], [Na+], O. The product is CC(C)(C)[Si](OC1CCC2(CC1)CO2)(c1ccccc1)c1ccccc1. RXN SMILES: [C:9]([CH3:10])([CH3:11])([CH3:12])[Si:13]([O:14][CH:15]1[CH2:16][CH2:17][C:18](=[O:21])[CH2:19][CH2:20]1)([c:22]1[cH:23][cH:24][cH:25][cH:26][cH:27]1)[c:28]1[cH:29][cH:30][cH:31][cH:32][cH:33]1.[CH3:34][S:35]([CH3:36])=[O:37].[CH3:4][S+:5]([CH3:6])([CH3:7])=[O:8].[H-:1].[I-:3].[Na+:2].[OH2:38]>>[CH2:4]1[C:18]2([CH2:17][CH2:16][CH:15]([O:14][Si:13]([C:9]([CH3:10])([CH3:11])[CH3:12])([c:22]3[cH:23][cH:24][cH:25][cH:26][cH:27]3)[c:28]3[cH:29][cH:30][cH:31][cH:32][cH:33]3)[CH2:20][CH2:19]2)[O:21]1. The reactants are CC(C)(C)OC(=O)NC1CCC(CCN2CCN(c3noc4c(F)cc(F)cc34)CC2)CC1, ClCCl, Cl, C1COCCO1. The product is Cl, NC1CCC(CCN2CCN(c3noc4c(F)cc(F)cc34)CC2)CC1. As a reaction SMILES: [C:1]([O:2][C:3](=[O:4])[NH:7][CH:8]1[CH2:9][CH2:10][CH:11]([CH2:14][CH2:15][N:16]2[CH2:17][CH2:18][N:19]([c:22]3[n:23][o:24][c:25]4[c:26]3[cH:27][c:28]([F:32])[cH:29][c:30]4[F:31])[CH2:20][CH2:21]2)[CH2:12][CH2:13]1)([CH3:5])([CH3:6])[CH3:33].[Cl:41][CH2:42][Cl:43].[ClH:34].[O:35]1[CH2:36][CH2:37][O:38][CH2:39][CH2:40]1>>[ClH:34].[NH2:7][CH:8]1[CH2:9][CH2:10][CH:11]([CH2:14][CH2:15][N:16]2[CH2:17][CH2:18][N:19]([c:22]3[n:23][o:24][c:25]4[c:26]3[cH:27][c:28]([F:32])[cH:29][c:30]4[F:31])[CH2:20][CH2:21]2)[CH2:12][CH2:13]1. Starting materials: [F-].C(CCC)[N+](CCCC)(CCCC)CCCC (Tetra-n-butyl ammonium fluoride), CC1(CN([C@H]2CCCC[C@H]2N1)C1=CC=C2C=CN(C2=C1)[Si](C(C)C)(C(C)C)C(C)C)C ((4aR,8aS)-3,3-dimethyl-1-(1-(triisopropylsilyl)-1H -indol-6-yl)decahydroquinoxaline). The solvent is O1CCCC1 (tetrahydrofuran). Yields the product N1C=CC2=CC=C(C=C12)N1CC(N[C@@H]2CCCC[C@H]12)(C)C ((4aR,8aS)-1-(1H-indol-6-yl)-3,3-dimethyldecahydroquinoxaline). The yield is 62.9%. RXN SMILES: [F-].C([N+](CCCC)(CCCC)CCCC)CCC.[CH3:19][C:20]1([CH3:49])[NH:29][C@H:28]2[C@H:23]([CH2:24][CH2:25][CH2:26][CH2:27]2)[N:22]([C:30]2[CH:38]=[C:37]3[C:33]([CH:34]=[CH:35][N:36]3[Si](C(C)C)(C(C)C)C(C)C)=[CH:32][CH:31]=2)[CH2:21]1>O1CCCC1>[NH:36]1[C:37]2[C:33](=[CH:32][CH:31]=[C:30]([N:22]3[C@@H:23]4[C@@H:28]([CH2:27][CH2:26][CH2:25][CH2:24]4)[NH:29][C:20]([CH3:49])([CH3:19])[CH2:21]3)[CH:38]=2)[CH:34]=[CH:35]1 |f:0.1|. Reported procedure: Tetra-n-butyl ammonium fluoride (1 M in THF) (3.41 mL, 3.41 mol) was added to a tetrahydrofuran (15 mL) solution of (4aR,8aS)-3,3-dimethyl-1-(1-(triisopropylsilyl)-1H -indol-6-yl)decahydroquinoxaline (0.750 g, 1.71 mmol) with stirring at room temperature, and the mixture was stirred at room temperature for 1 hour. The solvent was distilled off from the reaction mixture under reduced pressure. The obtained residue was purified by NH-silica gel column chromatography (ethyl acetate/hexane) to obtai... Isolated yield 12.0%. Run at temperature 130 celsius. Starting materials: CN(CCC(=O)C1=CC=C(C=C1)F)C (3-dimethylamino-1-(4-fluoro-phenyl)-propan-1-one), C(C)(C)(C)OC(C1=CC(=CC=C1)C(N)=N)=O (3-carbamimidoyl-benzoic acid tert-butyl ester), C(C)(=O)O (acetic acid). Product: FC1=CC=C(C=C1)C1=NC(=NC=C1C)C=1C=C(C(=O)O)C=CC1 (3-[4-(4-Fluoro-phenyl)-5-methyl-pyrimidin-2-yl]-benzoic acid). As a reaction SMILES: CN(C)[CH2:3][CH2:4][C:5]([C:7]1[CH:12]=[CH:11][C:10]([F:13])=[CH:9][CH:8]=1)=O.C([O:19][C:20](=[O:30])[C:21]1[CH:26]=[CH:25][CH:24]=[C:23]([C:27](=[NH:29])[NH2:28])[CH:22]=1)(C)(C)C.[C:31](O)(=O)C>>[F:13][C:10]1[CH:11]=[CH:12][C:7]([C:5]2[C:4]([CH3:31])=[CH:3][N:28]=[C:27]([C:23]3[CH:22]=[C:21]([CH:26]=[CH:25][CH:24]=3)[C:20]([OH:19])=[O:30])[N:29]=2)=[CH:8][CH:9]=1. Procedure details: Part B. A mixture of 3-dimethylamino-1-(4-fluoro-phenyl)-propan-1-one (641.9 mg, 3.10 mmol) and 3-carbamimidoyl-benzoic acid tert-butyl ester (426.1 mg, 1.91 mmol) in anhydrous acetic acid (8 mL) is heated to 130° C. at 300 W, 250 psi in a microwave reactor for 30 min. A white solid is precipitated by addition of 1 N HCl, and collected by filtration, followed by washing with water and hexanes. The obtained solid is further purified by flash column chromatography, eluting with methanol/methylene ...